From a dataset of the Open Reaction Database (ORD), a public repository of structured organic reaction records. describe an organic reaction: reactants, conditions, products, and yield Starting materials: O1COC2=C1C=CC(=C2)C(=O)O (benzo[1,3]dioxole-5-carboxylic acid), C1(CCC2=CC=CC=C12)N (indan-1-ylamine). Yields the product C1(CCC2=CC=CC=C12)NC(=O)C1=CC2=C(OCO2)C=C1 (Benzo[1,3]dioxole-5-carboxylic acid indan-1-ylamide). As a reaction SMILES: [O:1]1[C:5]2[CH:6]=[CH:7][C:8]([C:10]([OH:12])=O)=[CH:9][C:4]=2[O:3][CH2:2]1.[CH:13]1([NH2:22])[C:21]2[C:16](=[CH:17][CH:18]=[CH:19][CH:20]=2)[CH2:15][CH2:14]1>>[CH:13]1([NH:22][C:10]([C:8]2[CH:7]=[CH:6][C:5]3[O:1][CH2:2][O:3][C:4]=3[CH:9]=2)=[O:12])[C:21]2[C:16](=[CH:17][CH:18]=[CH:19][CH:20]=2)[CH2:15][CH2:14]1. Procedure details: Prepared in a similar manner to example 4 using benzo[1,3]dioxole-5-carboxylic acid and indan-1-ylamine. MS (M+H, 282.2). Starting materials: O=C([O-])[O-], CCOC(C)=O, [Cu], CC(C)N1CCN(C(=O)C2CCC(Oc3ccc(I)cc3)CC2)CC1, [K+], [K+], O=C1CCCCN1. Yields the product CC(C)N1CCN(C(=O)C2CCC(Oc3ccc(N4CCCCC4=O)cc3)CC2)CC1. Reaction SMILES: [C:33](=[O:34])([O-:35])[O-:36].[CH3:39][CH2:40][O:41][C:42]([CH3:43])=[O:44].[Cu:45].[I:1][c:2]1[cH:3][cH:4][c:5]([O:6][CH:7]2[CH2:8][CH2:9][CH:10]([C:13](=[O:14])[N:15]3[CH2:16][CH2:17][N:18]([CH:21]([CH3:22])[CH3:23])[CH2:19][CH2:20]3)[CH2:11][CH2:12]2)[cH:24][cH:25]1.[K+:37].[K+:38].[NH:26]1[C:27](=[O:32])[CH2:28][CH2:29][CH2:30][CH2:31]1>>[c:2]1([N:26]2[C:27](=[O:32])[CH2:28][CH2:29][CH2:30][CH2:31]2)[cH:3][cH:4][c:5]([O:6][CH:7]2[CH2:8][CH2:9][CH:10]([C:13](=[O:14])[N:15]3[CH2:16][CH2:17][N:18]([CH:21]([CH3:22])[CH3:23])[CH2:19][CH2:20]3)[CH2:11][CH2:12]2)[cH:24][cH:25]1. Solvent: CCOCC (ether). Reported procedure: A 20 g portion of 3-tetradecylphenol, acetate was heated at 110° C. and 8.4 g of aluminum chloride was added in portions over a 3 hour period. The mixture was allowed to cool, then diluted with ether, poured onto ice containing 10 ml of concentrated hydrochloic acid and extracted several times with ether. The ether extracts were combined, washed with water, brine and dried. The crude material was chromatographed on silica gel, eluting with hexane:ethyl acetate (50:1), giving 15.8 g of the desire... Reactants: C(CCCCCCCCCCCCC)C=1C=C(C=CC1)O (3-tetradecylphenol), C(C)(=O)[O-] (acetate), [Cl-].[Al+3].[Cl-].[Cl-] (aluminum chloride). The product is OC1=C(C=CC(=C1)CCCCCCCCCCCCCC)C(C)=O (1-(2-Hydroxy-4-tetradecylphenyl)ethanone). As a reaction SMILES: [CH2:1]([C:15]1[CH:16]=[C:17]([OH:21])[CH:18]=[CH:19][CH:20]=1)[CH2:2][CH2:3][CH2:4][CH2:5][CH2:6][CH2:7][CH2:8][CH2:9][CH2:10][CH2:11][CH2:12][CH2:13][CH3:14].[C:22]([O-])(=[O:24])[CH3:23].[Cl-].[Al+3].[Cl-].[Cl-]>CCOCC>[OH:21][C:17]1[CH:16]=[C:15]([CH2:1][CH2:2][CH2:3][CH2:4][CH2:5][CH2:6][CH2:7][CH2:8][CH2:9][CH2:10][CH2:11][CH2:12][CH2:13][CH3:14])[CH:20]=[CH:19][C:18]=1[C:22](=[O:24])[CH3:23] |f:2.3.4.5|. Reactants: ClC(C=1OC2=C(C1C)C=C(C=C2)F)C2CCCCC2 (2-[chloro(cyclohexyl)methyl]-5-fluoro-3-methyl-1-benzofuran), Cl (Hydrochloric acid), C([O-])([O-])=O.[Na+].[Na+] (sodium carbonate), NC1=CC=C(C(=O)OC)C=C1 (methyl 4-aminobenzoate), [I-].[Na+] (sodium iodide), [OH-].[Na+] (sodium hydroxide). The solvent is CN(C=O)C (N,N-dimethylformamide), C(C)O (ethanol), O1CCCC1 (tetrahydrofuran). Reaction conditions: temperature 80 celsius, time 8 hour. Product: C1(CCCCC1)C(C=1OC2=C(C1C)C=C(C=C2)F)NC2=CC=C(C(=O)O)C=C2 (4-{[cyclohexyl(5-fluoro-3-methyl-1-benzofuran-2-yl)methyl]amino}benzoic acid). Yield: 54.2%. As a reaction SMILES: Cl[CH:2]([CH:14]1[CH2:19][CH2:18][CH2:17][CH2:16][CH2:15]1)[C:3]1[O:4][C:5]2[CH:12]=[CH:11][C:10]([F:13])=[CH:9][C:6]=2[C:7]=1[CH3:8].[NH2:20][C:21]1[CH:30]=[CH:29][C:24]([C:25]([O:27]C)=[O:26])=[CH:23][CH:22]=1.[I-].[Na+].C(=O)([O-])[O-].[Na+].[Na+].Cl.[OH-].[Na+]>C(O)C.O1CCCC1.CN(C)C=O>[CH:14]1([CH:2]([NH:20][C:21]2[CH:30]=[CH:29][C:24]([C:25]([OH:27])=[O:26])=[CH:23][CH:22]=2)[C:3]2[O:4][C:5]3[CH:12]=[CH:11][C:10]([F:13])=[CH:9][C:6]=3[C:7]=2[CH3:8])[CH2:19][CH2:18][CH2:17][CH2:16][CH2:15]1 |f:2.3,4.5.6,8.9|. Procedure details: To a mixture of 2-[chloro(cyclohexyl)methyl]-5-fluoro-3-methyl-1-benzofuran (1.44 g) synthesized in Example A37(3), methyl 4-aminobenzoate (776 mg), sodium iodide (1.54 g) and N,N-dimethylformamide (30 mL) was added sodium carbonate (1.09 g), and the mixture was stirred at 80° C. overnight. 1N Hydrochloric acid was added to quench the reaction, and the mixture was extracted with ethyl acetate. The extract was washed with saturated brine, dried over magnesium sulfate, and concentrated under reduc... Starting materials: ClC1=CC(=C(CN2N=CC3=CC(=CC=C23)C=C2C(N=C(S2)SCC)=O)C=C1)C(F)(F)F (5-[1-(4-chloro-2-trifluoromethyl-benzyl)-1H-indazol-5-ylmethylene]-2-ethylsulfanyl-thiazol-4-one), N1CCC(CC1)C(=O)O (piperidine-4-carboxylic acid). RXN SMILES: [Cl:1][C:2]1[CH:27]=[CH:26][C:5]([CH2:6][N:7]2[C:15]3[C:10](=[CH:11][C:12]([CH:16]=[C:17]4[S:21][C:20](SCC)=[N:19][C:18]4=[O:25])=[CH:13][CH:14]=3)[CH:9]=[N:8]2)=[C:4]([C:28]([F:31])([F:30])[F:29])[CH:3]=1.[NH:32]1[CH2:37][CH2:36][CH:35]([C:38]([OH:40])=[O:39])[CH2:34][CH2:33]1>>[Cl:1][C:2]1[CH:27]=[CH:26][C:5]([CH2:6][N:7]2[C:15]3[C:10](=[CH:11][C:12]([CH:16]=[C:17]4[S:21][C:20]([N:32]5[CH2:37][CH2:36][CH:35]([C:38]([OH:40])=[O:39])[CH2:34][CH2:33]5)=[N:19][C:18]4=[O:25])=[CH:13][CH:14]=3)[CH:9]=[N:8]2)=[C:4]([C:28]([F:29])([F:30])[F:31])[CH:3]=1. Procedure: 1-{5-[1-(4-Chloro-2-trifluoromethyl-benzyl)-1H-indazol-5-ylmethylene]-4-oxo-4,5-dihydro-thiazol-2-yl}piperidine-4-carboxylic acid was prepared from 5-[1-(4-chloro-2-trifluoromethyl-benzyl)-1H-indazol-5-ylmethylene]-2-ethylsulfanyl-thiazol-4-one and piperidine-4-carboxylic acid following General Procedure C. The product is ClC1=CC(=C(CN2N=CC3=CC(=CC=C23)C=C2C(N=C(S2)N2CCC(CC2)C(=O)O)=O)C=C1)C(F)(F)F (1-{5-[1-(4-Chloro-2-trifluoromethyl-benzyl)-1H-indazol-5-ylmethylene]-4-oxo-4,5-dihydro-thiazol-2-yl}piperidine-4-carboxylic acid). Reactants: O=C(O)C1CCc2c(sc3ncnc(Nc4cccc(Br)c4)c23)C1, C1CCOC1, C=CCN, CCOCC. The product is C=CCNC(=O)C1CCc2c(sc3ncnc(Nc4cccc(Br)c4)c23)C1. Reaction SMILES: [Br:1][c:2]1[cH:3][c:4]([NH:8][c:9]2[c:10]3[c:11]([n:12][cH:13][n:14]2)[s:15][c:16]2[c:17]3[CH2:18][CH2:19][CH:20]([C:22](=[O:23])[OH:24])[CH2:21]2)[cH:5][cH:6][cH:7]1.[CH2:25]1[O:26][CH2:27][CH2:28][CH2:29]1.[CH2:30]([CH:31]=[CH2:32])[NH2:33].[CH3:34][CH2:35][O:36][CH2:37][CH3:38]>>[Br:1][c:2]1[cH:3][c:4]([NH:8][c:9]2[c:10]3[c:11]([n:12][cH:13][n:14]2)[s:15][c:16]2[c:17]3[CH2:18][CH2:19][CH:20]([C:22](=[O:23])[NH:33][CH2:30][CH:31]=[CH2:32])[CH2:21]2)[cH:5][cH:6][cH:7]1. The reactants are N#CC=C1CC(OCc2ccccc2)C1, CC#N, C1CCC2=NCCCN2CC1, C[Si](C)(C)CCOCn1ccc2c(-c3cn[nH]c3)ncnc21. Reaction SMILES: [CH2:1]([c:2]1[cH:3][cH:4][cH:5][cH:6][cH:7]1)[O:8][CH:9]1[CH2:10][C:11](=[CH:13][C:14]#[N:15])[CH2:12]1.[CH3:49][C:50]#[N:51].[N:38]12[CH2:39][CH2:40][CH2:41][N:42]=[C:43]1[CH2:44][CH2:45][CH2:46][CH2:47][CH2:48]2.[nH:16]1[n:17][cH:18][c:19](-[c:21]2[c:22]3[c:23]([n:24][cH:25][n:26]2)[n:27]([CH2:30][O:31][CH2:32][CH2:33][Si:34]([CH3:35])([CH3:36])[CH3:37])[cH:28][cH:29]3)[cH:20]1>>[CH2:1]([c:2]1[cH:3][cH:4][cH:5][cH:6][cH:7]1)[O:8][CH:9]1[CH2:10][C:11]([CH2:13][C:14]#[N:15])([n:16]2[n:17][cH:18][c:19](-[c:21]3[c:22]4[c:23]([n:24][cH:25][n:26]3)[n:27]([CH2:30][O:31][CH2:32][CH2:33][Si:34]([CH3:35])([CH3:36])[CH3:37])[cH:28][cH:29]4)[cH:20]2)[CH2:12]1. The product is C[Si](C)(C)CCOCn1ccc2c(-c3cnn(C4(CC#N)CC(OCc5ccccc5)C4)c3)ncnc21.